Dataset: the Open Reaction Database (ORD), a public repository of structured organic reaction records. Task: describe an organic reaction: reactants, conditions, products, and yield Starting materials: NC=1C(=NC=C(C1)C=1C=CC2=C(CN(CCO2)C2=NC=NC=3CCC(CC23)(C)C)C1)NC(=C)NC(OCC)=O (ethyl [1-({3-amino-5-[4-(6,6-dimethyl-5,6,7,8-tetrahydroquinazolin-4-yl)-2,3,4,5-tetrahydro-1,4-benzoxazepin-7-yl]pyridine-2-yl}amino)ethenyl]carbamate). Reagents/catalysts: [Hg]=O (mercury(II) oxide). The solvent is O1CCCC1 (tetrahydrofuran). Reaction conditions: temperature 70 celsius, time 24 hour. Yields the product CC1(CC=2C(=NC=NC2CC1)N1CCOC2=C(C1)C=C(C=C2)C=2C=C1C(=NC2)N=C(N1)NC(OCC)=O)C (ethyl {6-[4-(6,6-dimethyl-5,6,7,8-tetrahydroquinazolin-4-yl)-2,3,4,5-tetrahydro-1,4-benzoxazepin-7-yl]-1H-imidazo[4,5-b]pyridin-2-yl}carbamate). The yield is 7.8%. Reaction SMILES: [NH2:1][C:2]1[C:3]([NH:31][C:32]([NH:34][C:35](=[O:39])[O:36][CH2:37][CH3:38])=C)=[N:4][CH:5]=[C:6]([C:8]2[CH:9]=[CH:10][C:11]3[O:17][CH2:16][CH2:15][N:14]([C:18]4[C:27]5[CH2:26][C:25]([CH3:29])([CH3:28])[CH2:24][CH2:23][C:22]=5[N:21]=[CH:20][N:19]=4)[CH2:13][C:12]=3[CH:30]=2)[CH:7]=1>O1CCCC1.[Hg]=O>[CH3:28][C:25]1([CH3:29])[CH2:24][CH2:23][C:22]2[N:21]=[CH:20][N:19]=[C:18]([N:14]3[CH2:13][C:12]4[CH:30]=[C:8]([C:6]5[CH:7]=[C:2]6[NH:1][C:32]([NH:34][C:35](=[O:39])[O:36][CH2:37][CH3:38])=[N:31][C:3]6=[N:4][CH:5]=5)[CH:9]=[CH:10][C:11]=4[O:17][CH2:16][CH2:15]3)[C:27]=2[CH2:26]1. Procedure: A mixture of ethyl [1-({3-amino-5-[4-(6,6-dimethyl-5,6,7,8-tetrahydroquinazolin-4-yl)-2,3,4,5-tetrahydro-1,4-benzoxazepin-7-yl]pyridine-2-yl}amino)ethenyl]carbamate (82 mg, 0.15 mmol) and mercury(II) oxide (33 mg, 0.15 mmol) in tetrahydrofuran (8 mL) was stirred at 70° C. for 24 h. On cooling to room temperature, the mixture filtered then concentrated and the residue purified by preparative reverse phase HPLC to afford the title Compound (6 mg, 3% yield over 2 steps) as a colorless solid. 1H NMR...